Dataset: the Open Reaction Database (ORD), a public repository of structured organic reaction records. Task: describe an organic reaction: reactants, conditions, products, and yield The reactants are ClC=1C(=NC=CN1)CNC(=O)C1CCC(CC1)=O (N-((3-chloropyrazin-2-yl)methyl)-4-oxocyclohexanecarboxamide), N1(CCNCC1)C(=O)OCC1=CC=CC=C1 (benzyl 1-piperazinecarboxylate), C(#N)[BH3-].[Na+] (sodium cyanoborohydride), C(C)(=O)O (acetic acid). The solvent is ClCCl (dichloromethane). Reaction conditions: time 8 hour. The product is ClC=1C(=NC=CN1)CNC(=O)C1CCC(CC1)N1CCN(CC1)C(=O)OCC1=CC=CC=C1 (benzyl 4-[4-[(3-chloropyrazin-2-yl)methylcarbamoyl]cyclohexyl]piperazine-1-carboxylate). Yield: 134.6%. Reaction SMILES: [Cl:1][C:2]1[C:3]([CH2:8][NH:9][C:10]([CH:12]2[CH2:17][CH2:16][C:15](=O)[CH2:14][CH2:13]2)=[O:11])=[N:4][CH:5]=[CH:6][N:7]=1.C(O)(=O)C.[N:23]1([C:29]([O:31][CH2:32][C:33]2[CH:38]=[CH:37][CH:36]=[CH:35][CH:34]=2)=[O:30])[CH2:28][CH2:27][NH:26][CH2:25][CH2:24]1.C([BH3-])#N.[Na+]>ClCCl>[Cl:1][C:2]1[C:3]([CH2:8][NH:9][C:10]([CH:12]2[CH2:17][CH2:16][CH:15]([N:26]3[CH2:25][CH2:24][N:23]([C:29]([O:31][CH2:32][C:33]4[CH:38]=[CH:37][CH:36]=[CH:35][CH:34]=4)=[O:30])[CH2:28][CH2:27]3)[CH2:14][CH2:13]2)=[O:11])=[N:4][CH:5]=[CH:6][N:7]=1 |f:3.4|. Procedure details: N-((3-chloropyrazin-2-yl)methyl)-4-oxocyclohexanecarboxamide (3.7 mmol, 1 g) was dissolved in dichloromethane (10 mL) and acetic acid (0.1 mL) was added. To this solution benzyl 1-piperazinecarboxylate (11.2 mmol, 2.16 mL) and sodium cyanoborohydride (7.47 mmol, 0.47 g) were added subsequently. The mixture was stirred overnight at room temperature. Reaction was quenched with an aqueous sodium hydrogencarbonate solution and extracted twice with dichloromethane. The combined organic layers were dr... The reactants are COC(=N)N.OS(=O)(=O)O (o-methylisourea sulfate), N1CCC(CC1)CCC(=O)O (piperidine-4-propionic acid), [OH-].[Na+] (sodium hydroxide), [OH-].[Na+] (sodium hydroxide). Solvent: O (water). Conditions: time 19 hour. The product is C(N)(=N)N1CCC(CC1)CCC(=O)O (1-amidino-4-piperidinepropionic acid). Isolated yield 50.9%. As a reaction SMILES: [OH-].[Na+].CO[C:5]([NH2:7])=[NH:6].OS(O)(=O)=O.[NH:13]1[CH2:18][CH2:17][CH:16]([CH2:19][CH2:20][C:21]([OH:23])=[O:22])[CH2:15][CH2:14]1>O>[C:5]([N:13]1[CH2:18][CH2:17][CH:16]([CH2:19][CH2:20][C:21]([OH:23])=[O:22])[CH2:15][CH2:14]1)(=[NH:6])[NH2:7] |f:0.1,2.3|. Reported procedure: 20 ml of 2 N sodium hydroxide was stirred with ice-cooling, and 3.4 g of o-methylisourea sulfate and 3.1 g of piperidine-4-propionic acid were added to the aqueous sodium hydroxide solution. To the mixture was then added 5 ml of water, and the resulting mixture was stirred at room temperature for 19 hours. The product precipitated was separated by filtration and washed with a small amount of cold water three times, then with acetone and finally with ether to obtain 2.0 g of 1-amidino-4-piperidin...